Dataset: the Open Reaction Database (ORD), a public repository of structured organic reaction records. Task: describe an organic reaction: reactants, conditions, products, and yield Starting materials: CCCCCCc1ccccc1, O=S(=O)(O)Cl, ClC(Cl)Cl. Product: CCCCCCc1ccc(S(=O)(=O)Cl)cc1. As a reaction SMILES: [CH2:1]([CH2:2][CH2:3][CH2:4][CH2:5][CH3:6])[c:7]1[cH:8][cH:9][cH:10][cH:11][cH:12]1.[Cl:13][S:14](=[O:15])(=[O:16])[OH:17].[Cl:18][CH:19]([Cl:20])[Cl:21]>>[CH2:1]([CH2:2][CH2:3][CH2:4][CH2:5][CH3:6])[c:7]1[cH:8][cH:9][c:10]([S:14]([Cl:13])(=[O:15])=[O:16])[cH:11][cH:12]1. The reactants are N1CCCC1 (pyrrolidine), OC1C2=C(C=CC3=NC=C(C=C31)C3=CC=CC=C3)C=CC(=C2)NS(=O)(=O)C (N-(5-hydroxy-3-phenyl-5H-benzo[4,5]cyclohepta[1,2-b]pyridin-7-yl)methanesulfonamide), O=S(Cl)Cl (SOCl2). The solvent is C(Cl)Cl (CH2Cl2), C(Cl)Cl (CH2Cl2). Run at temperature 0 celsius, time 1 hour. Yields the product C1(=CC=CC=C1)C=1C=C2C(=NC1)C=CC1=C(C2N2CCCC2)C=C(C=C1)NS(=O)(=O)C (N-(3-phenyl-5-pyrrolidin-1-yl-5H-benzo[4,5]cyclohepta[1,2-b]pyridin-7-yl)methanesulfonamide). RXN SMILES: O[CH:2]1[C:12]2[C:7](=[N:8][CH:9]=[C:10]([C:13]3[CH:18]=[CH:17][CH:16]=[CH:15][CH:14]=3)[CH:11]=2)[CH:6]=[CH:5][C:4]2[CH:19]=[CH:20][C:21]([NH:23][S:24]([CH3:27])(=[O:26])=[O:25])=[CH:22][C:3]1=2.O=S(Cl)Cl.[NH:32]1[CH2:36][CH2:35][CH2:34][CH2:33]1>C(Cl)Cl>[C:13]1([C:10]2[CH:11]=[C:12]3[CH:2]([N:32]4[CH2:36][CH2:35][CH2:34][CH2:33]4)[C:3]4[CH:22]=[C:21]([NH:23][S:24]([CH3:27])(=[O:25])=[O:26])[CH:20]=[CH:19][C:4]=4[CH:5]=[CH:6][C:7]3=[N:8][CH:9]=2)[CH:14]=[CH:15][CH:16]=[CH:17][CH:18]=1. Procedure details: To a stirred solution of N-(5-hydroxy-3-phenyl-5H-benzo[4,5]cyclohepta[1,2-b]pyridin-7-yl)methanesulfonamide (40 mg, 0.11 mmol) in CH2Cl2 (2 mL) was added SOCl2 (30 uL, 0.41 mmol) at 0° C. The mixture was left to stir at 0° C. for 1 h and concentrated in vacuo. To the residue were added CH2Cl2 (2 mL) and pyrrolidine (0.10 mL, 1.2 mmol) at 0° C. The mixture was allowed to warm to room temperature as the bath did, and left to stir overnight. The mixture was concentrated and purified by flash chrom... Reactants: C(C)(C)C1(C(N=C2N1C(C=1C2=NC=CC1)=O)=O)C (3-isopropyl-3-methyl-2H-imidazo[1',2':1,2]pyrrolo[3,4-b]pyridine-2,5(3H)-dione), CC(=O)C (acetone). Solvent: O (water). The product is OC12N(C(C=3C1=NC=CC3)=O)C(C(N2)=O)(C)C(C)C (1,9b-dihydro-9b-hydroxy-3-isopropyl-3-methyl-2H-imidazo[1',2':1,2]pyrrolo[3,4-b]pyridine-2,5(3H)-dione). As a reaction SMILES: [CH:1]([C:4]1([CH3:18])[N:8]2[C:9](=[O:16])[C:10]3[C:11](=[N:12][CH:13]=[CH:14][CH:15]=3)[C:7]2=[N:6][C:5]1=[O:17])([CH3:3])[CH3:2].CC(C)=[O:21]>O>[OH:21][C:7]12[NH:6][C:5](=[O:17])[C:4]([CH:1]([CH3:3])[CH3:2])([CH3:18])[N:8]1[C:9](=[O:16])[C:10]1[C:11]2=[N:12][CH:13]=[CH:14][CH:15]=1. Reported procedure: A solution of 2 g of 3-isopropyl-3-methyl-2H-imidazo[1',2':1,2]pyrrolo[3,4-b]pyridine-2,5(3H)-dione in 90 ml of acetone and 10 ml of water is stirred at room temperature for about 16 hours. The solution is subsequently evaporated to dryness and the residue is crystallized from ethyl acetate/n-hexane. There is obtained 1,9b-dihydro-9b-hydroxy-3-isopropyl-3-methyl-2H-imidazo[1',2':1,2]pyrrolo[3,4-b]pyridine-2,5(3H)-dione as colorless crystals, m.p. 151°-153° C. The reactants are C(C)(=O)C=1C=CC=2N3C4=C(C=CC=C4C2C1)C(C(=C3)CC3=CC=CC=C3)=O (10-acetyl-5-benzyl-4H-pyrido[3,2,1-jk]carbazole-4-one), B.[Na] (sodium boron hydride), C(O)([O-])=O.[Na+] (sodium hydrogencarbonate). The reagents and catalysts are [OH-].[Na+] (sodium hydroxide). Solvent: CO (methanol). Reaction conditions: time 1 hour. The product is C(C1=CC=CC=C1)C=1C(C=2C=CC=C3C=4C=C(C=CC4N(C23)C1)C(C)O)=O (5-benzyl-10-(1-hydroxyethyl)-4H-pyrido [3,2,1-jk]carbazole-4-one). Isolated yield 83.5%. Reaction SMILES: [C:1]([C:4]1[CH:5]=[CH:6][C:7]2[N:8]3[CH:19]=[C:18]([CH2:20][C:21]4[CH:26]=[CH:25][CH:24]=[CH:23][CH:22]=4)[C:17](=[O:27])[C:10]4[CH:11]=[CH:12][CH:13]=[C:14]([C:15]=2[CH:16]=1)[C:9]3=4)(=[O:3])[CH3:2].B.[Na].C(=O)([O-])O.[Na+]>CO.[OH-].[Na+]>[CH2:20]([C:18]1[C:17](=[O:27])[C:10]2[CH:11]=[CH:12][CH:13]=[C:14]3[C:9]=2[N:8]([CH:19]=1)[C:7]1[CH:6]=[CH:5][C:4]([CH:1]([OH:3])[CH3:2])=[CH:16][C:15]3=1)[C:21]1[CH:26]=[CH:25][CH:24]=[CH:23][CH:22]=1 |f:1.2,3.4,6.7,^1:28|. Procedure: 10-acetyl-5-benzyl-4H-pyrido[3,2,1-jk]carbazole-4-one (150 mg) produced in Example 196 was suspended in methanol (15 ml), and 1N sodium hydroxide (1 drop) was added. The mixture was cooled in an ice bath, and sodium boron hydride (161 mg) was gradually added. After stirring the mixture at room temperature for 1 hour, a small amount of saturated sodium hydrogencarbonate was added to the reaction mixture, and the solution was extracted with ethyl acetate. The ethyl acetate layer was washed with sa... Reactants: C[Li] (Methyl lithium), COC=1C=CC=2C[C@@H]3[C@@]4(C=CC(C[C@@]4(C2C1)CCN3C)=O)OC (7,8-Didehydro-3,14-dimethoxy-17-methylmorphinan-6-one), solution. The reagents and catalysts are [Cu](I)I (copper iodide). Run in C(C)OCC (diethyl ether), C(Cl)Cl (methylene chloride), CCOCC (ether). Conditions: temperature -20 celsius, time 2 hour. The product is COC=1C=CC=2C[C@@H]3[C@@]4([C@H](CC(C[C@@]4(C2C1)CCN3C)=O)C)OC (3,14-Dimethoxy-8β,17-dimethylmorphinan-6-one). RXN SMILES: [CH3:1][Li].[CH3:3][O:4][C:5]1[CH:6]=[CH:7][C:8]2[CH2:9][C@H:10]3[N:21]([CH3:22])[CH2:20][CH2:19][C@@:16]4([C:17]=2[CH:18]=1)[C@@:11]3([O:24][CH3:25])[CH:12]=[CH:13][C:14](=[O:23])[CH2:15]4>C(OCC)C.C(Cl)Cl.[Cu](I)I>[CH3:3][O:4][C:5]1[CH:6]=[CH:7][C:8]2[CH2:9][C@H:10]3[N:21]([CH3:22])[CH2:20][CH2:19][C@@:16]4([C:17]=2[CH:18]=1)[C@@:11]3([O:24][CH3:25])[C@@H:12]([CH3:1])[CH2:13][C:14](=[O:23])[CH2:15]4. Procedure details: A slurry of copper iodide (8.63 g, 0.045 mol) in 250 ml of anhydrous diethyl ether was cooled at -20° to -25° C. in a dry ice/carbon tetrachloride bath while being held under a nitrogen atmosphere. Methyl lithium (49.3 ml of a 1.84 M solution in ether, 0.091 mol) was cannulated into a calibrated dropping funnel and quickly added to the slurry. This complex was cooled an additional 10 minutes at -25° C. before a solution of 7,8-didehydro-3,14-dimethoxy-17-methylmorphinan-6-one (3) (9.47 g, 0.032 ...